Dataset: the Open Reaction Database (ORD), a public repository of structured organic reaction records. Task: describe an organic reaction: reactants, conditions, products, and yield Starting materials: E9, O=C1CCCC=2N1C1=CC=CC=C1C2CCN (6-oxo-10-(2-aminoethyl)-6,7,8,9-tetrahydropyrido [1,2-a]indole), C(C)(C)N(CC)C(C)C (diisopropylethylamine), CN(C1=CC=C(C(=O)Cl)C=C1)C (4-dimethylaminobenzoic acid chloride). The product is CN(C1=CC=C(C(=O)NCCC2=C3N(C4=CC=CC=C24)C(CCC3)=O)C=C1)C (10-[2-(4-Dimethylaminobenzoyl)aminoethyl]-6-oxo-6,7,8,9-tetrahydropyrido[1,2-a]indole). Reaction SMILES: [O:1]=[C:2]1[N:7]2[C:8]3[C:13]([C:14]([CH2:15][CH2:16][NH2:17])=[C:6]2[CH2:5][CH2:4][CH2:3]1)=[CH:12][CH:11]=[CH:10][CH:9]=3.C(N(C(C)C)CC)(C)C.[CH3:27][N:28]([CH3:38])[C:29]1[CH:37]=[CH:36][C:32]([C:33](Cl)=[O:34])=[CH:31][CH:30]=1>>[CH3:27][N:28]([CH3:38])[C:29]1[CH:37]=[CH:36][C:32]([C:33]([NH:17][CH2:16][CH2:15][C:14]2[C:13]3[C:8](=[CH:9][CH:10]=[CH:11][CH:12]=3)[N:7]3[C:2](=[O:1])[CH2:3][CH2:4][CH2:5][C:6]=23)=[O:34])=[CH:31][CH:30]=1. Procedure: E10 was prepared analogously to E9 from 7 g D4 of EP-0167901, 11.2 ml diisopropylethylamine and 4.5 g 4-dimethylaminobenzoic acid chloride. Reactants: FC1=C(C(=CC=C1)F)C=1OCC(N1)C1=CC=C(C=C1)Br (2-(2,6-Difluorophenyl)-4-(4-bromophenyl)oxazoline), C(CC)OC1=NC=C(C=C1)[Sn](C)(C)C (2-n-propyloxy-5-trimethylstannylpyridine), [Cl-].[Li+] (lithium chloride). Reagents/catalysts: C=1C=CC(=CC1)[P](C=2C=CC=CC2)(C=3C=CC=CC3)[Pd]([P](C=4C=CC=CC4)(C=5C=CC=CC5)C=6C=CC=CC6)([P](C=7C=CC=CC7)(C=8C=CC=CC8)C=9C=CC=CC9)[P](C=1C=CC=CC1)(C=1C=CC=CC1)C=1C=CC=CC1 (Pd(PPh3)4). Solvent: O1CCOCC1 (dioxane). Yields the product FC1=C(C(=CC=C1)F)C=1OCC(N1)C1=CC=C(C=C1)C=1C=CC(=NC1)OCCC (2-(2,6-difluorophenyl)-4-[4-(2-n-propyloxypyridin-5-yl)phenyl]oxazoline). As a reaction SMILES: [F:1][C:2]1[CH:7]=[CH:6][CH:5]=[C:4]([F:8])[C:3]=1[C:9]1[O:10][CH2:11][CH:12]([C:14]2[CH:19]=[CH:18][C:17](Br)=[CH:16][CH:15]=2)[N:13]=1.[CH2:21]([O:24][C:25]1[CH:30]=[CH:29][C:28]([Sn](C)(C)C)=[CH:27][N:26]=1)[CH2:22][CH3:23].[Cl-].[Li+]>O1CCOCC1.C1C=CC([P]([Pd]([P](C2C=CC=CC=2)(C2C=CC=CC=2)C2C=CC=CC=2)([P](C2C=CC=CC=2)(C2C=CC=CC=2)C2C=CC=CC=2)[P](C2C=CC=CC=2)(C2C=CC=CC=2)C2C=CC=CC=2)(C2C=CC=CC=2)C2C=CC=CC=2)=CC=1>[F:1][C:2]1[CH:7]=[CH:6][CH:5]=[C:4]([F:8])[C:3]=1[C:9]1[O:10][CH2:11][CH:12]([C:14]2[CH:19]=[CH:18][C:17]([C:28]3[CH:29]=[CH:30][C:25]([O:24][CH2:21][CH2:22][CH3:23])=[N:26][CH:27]=3)=[CH:16][CH:15]=2)[N:13]=1 |f:2.3,^1:46,48,67,86|. Procedure details: 2-(2,6-Difluorophenyl)-4-(4-bromophenyl)oxazoline (VP4) (2.0 g, 2.9 mmol) was mixed with 2-n-propyloxy-5-trimethylstannylpyridine (4.6 g, 50%, 7.7 mmol), Pd(PPh3)4 (0.35 g, 0.3 mmol) and lithium chloride (50 mg) in dioxane and refluxed under nitrogen (7 hours). After chromatography and recrystallization in heptane/ethyl acetate 95:5, 2-(2,6-difluorophenyl)-4-[4-(2-n-propyloxypyridin-5-yl)phenyl]oxazoline was obtained, 1.21 g, colorless crystals; Reactants: CS(C)=O, CCN(C(C)C)C(C)C, Cn1cc([N+](=O)[O-])c(Cl)n1, Cl, [F-], [K+], C1=CCCNCC1, O. Product: Cn1cc([N+](=O)[O-])c(N2CCC=CCC2)n1. As a reaction SMILES: [CH3:30][S:31]([CH3:32])=[O:33].[CH:19]([N:20]([CH2:21][CH3:22])[CH:23]([CH3:24])[CH3:25])([CH3:26])[CH3:27].[Cl:9][c:10]1[n:11][n:12]([CH3:18])[cH:13][c:14]1[N+:15](=[O:16])[O-:17].[ClH:1].[F-:28].[K+:29].[NH:2]1[CH2:3][CH2:4][CH:5]=[CH:6][CH2:7][CH2:8]1.[OH2:34]>>[N:2]1([c:10]2[n:11][n:12]([CH3:18])[cH:13][c:14]2[N+:15](=[O:16])[O-:17])[CH2:3][CH2:4][CH:5]=[CH:6][CH2:7][CH2:8]1. Reactants: CN(C)CCN(C)C (TMEDA), C(C)(CC)[Li].CCCCCC (sec-butyllithium hexane), II (iodine), COCOC1=C2C(N(C(C2=CC=C1)=O)C(C)(C1=CC=CC=C1)C)O (4-methoxymethoxy-3-hydroxy-2-(1-methyl-1-phenylethyl)isoindolinone). Run in C1CCOC1 (THF). Yields the product COCOC1=C2C(N(C(C2=C(C=C1)I)=O)C(C)(C1=CC=CC=C1)C)O (4-methoxymethoxy-3-hydroxy-7-iodo-2-(1-methyl-1-phenylethyl)isoindolinone). Isolated yield 64.9%. Reaction SMILES: [CH3:1][O:2][CH2:3][O:4][C:5]1[CH:13]=[CH:12][CH:11]=[C:10]2[C:6]=1[CH:7]([OH:24])[N:8]([C:15]([CH3:23])([C:17]1[CH:22]=[CH:21][CH:20]=[CH:19][CH:18]=1)[CH3:16])[C:9]2=[O:14].CN(CCN(C)C)C.C([Li])(CC)C.CCCCCC.[I:44]I>C1COCC1>[CH3:1][O:2][CH2:3][O:4][C:5]1[CH:13]=[CH:12][C:11]([I:44])=[C:10]2[C:6]=1[CH:7]([OH:24])[N:8]([C:15]([CH3:16])([C:17]1[CH:22]=[CH:21][CH:20]=[CH:19][CH:18]=1)[CH3:23])[C:9]2=[O:14] |f:2.3|. Procedure: In a similar manner to Step 3 of Example 16, 4-methoxymethoxy-3-hydroxy-2-(1-methyl-1-phenylethyl)isoindolinone (8.50 mg, 26.0 mmol) was dissolved in THF (340 mL), and the solution was treated with TMEDA (12.5 mL, 83.1 mmol), sec-butyllithium-hexane solution (0.99 mol/L, 8.4.0 mL, 83.1 mmol) and iodine (7.91 g, 31.2 mmol), followed by purification by flash column chromatography (hexane/ethyl acetate=90/10, 70/30) to obtain 4-methoxymethoxy-3-hydroxy-7-iodo-2-(1-methyl-1-phenylethyl)isoindolinone... Reactants: NC1=CC=NN1C1=CC(=CC=C1)C(F)(F)F (5-Amino-1-(3-trifluoromethylphenyl) pyrazole), C(C)(=O)N1C=NC(C1)=O (1-acetyl-2-imidazolinone). The product is C(C)(=O)N1C(=NCC1)NC1=CC=NN1C1=CC(=CC=C1)C(F)(F)F (1-Acetyl-2[1-(3-Trifluoromethylphenyl)-5-pyrazolyl] amino-2-imidazoline). RXN SMILES: [NH2:1][C:2]1[N:6]([C:7]2[CH:12]=[CH:11][CH:10]=[C:9]([C:13]([F:16])([F:15])[F:14])[CH:8]=2)[N:5]=[CH:4][CH:3]=1.[C:17]([N:20]1[CH2:24][C:23](=O)[N:22]=[CH:21]1)(=[O:19])[CH3:18]>>[C:17]([N:20]1[CH2:24][CH2:23][N:22]=[C:21]1[NH:1][C:2]1[N:6]([C:7]2[CH:12]=[CH:11][CH:10]=[C:9]([C:13]([F:16])([F:15])[F:14])[CH:8]=2)[N:5]=[CH:4][CH:3]=1)(=[O:19])[CH3:18]. Procedure details: 5-Amino-1-(3-trifluoromethylphenyl) pyrazole (19.0 g.) and 1-acetyl-2-imidazolinone (12.9 g.) were reacted as described in Example I to give 16.85 g. product, mp 194°-197°.